Dataset: the Open Reaction Database (ORD), a public repository of structured organic reaction records. Task: describe an organic reaction: reactants, conditions, products, and yield Reactants: C=CCOP(=O)(OCC=C)OCc1ccsc1C(=O)Cl, COCCOC, CC(SC1COC(C=CC=Cc2ccc(C#N)cc2F)OC1)C(O)(Cn1cncn1)c1ccc(F)cc1F, [H-], [Na+], O=P([O-])([O-])[O-]. The product is C=CCOP(=O)(OCC=C)OCc1ccsc1C(=O)OC(Cn1cncn1)(c1ccc(F)cc1F)C(C)SC1COC(C=CC=Cc2ccc(C#N)cc2F)OC1. Reaction SMILES: [CH2:41]([CH:42]=[CH2:43])[O:44][P:45](=[O:46])([O:47][CH2:48][CH:49]=[CH2:50])[O:51][CH2:52][c:53]1[c:54]([C:58](=[O:59])[Cl:60])[s:55][cH:56][cH:57]1.[CH3:66][O:67][CH2:68][CH2:69][O:70][CH3:71].[F:1][c:2]1[c:3]([C:9]([CH:10]([CH3:11])[S:12][CH:13]2[CH2:14][O:15][CH:16]([CH:19]=[CH:20][CH:21]=[CH:22][c:23]3[c:24]([F:31])[cH:25][c:26]([C:27]#[N:28])[cH:29][cH:30]3)[O:17][CH2:18]2)([CH2:32][n:33]2[n:34][cH:35][n:36][cH:37]2)[OH:38])[cH:4][cH:5][c:6]([F:8])[cH:7]1.[H-:39].[Na+:40].[O-:61][P:62](=[O:63])([O-:64])[O-:65]>>[F:1][c:2]1[c:3]([C:9]([CH:10]([CH3:11])[S:12][CH:13]2[CH2:14][O:15][CH:16]([CH:19]=[CH:20][CH:21]=[CH:22][c:23]3[c:24]([F:31])[cH:25][c:26]([C:27]#[N:28])[cH:29][cH:30]3)[O:17][CH2:18]2)([CH2:32][n:33]2[n:34][cH:35][n:36][cH:37]2)[O:38][C:58]([c:54]2[c:53]([CH2:52][O:51][P:45]([O:44][CH2:41][CH:42]=[CH2:43])(=[O:46])[O:47][CH2:48][CH:49]=[CH2:50])[cH:57][cH:56][s:55]2)=[O:59])[cH:4][cH:5][c:6]([F:8])[cH:7]1. Reactants: ClC(Cl)Cl, ClP(Cl)(Cl)(Cl)Cl, O=S(=O)(Cl)Cl, O=C1CCCC(c2ccccc2)N1c1ccccc1. The product is O=C1CCCC(c2ccccc2)N1c1ccc(Cl)cc1. RXN SMILES: [CH:31]([Cl:32])([Cl:33])[Cl:34].[Cl:20][P:21]([Cl:22])([Cl:23])([Cl:24])[Cl:25].[S:26]([Cl:27])([Cl:28])(=[O:29])=[O:30].[c:1]1([N:7]2[C:8](=[O:19])[CH2:9][CH2:10][CH2:11][CH:12]2[c:13]2[cH:14][cH:15][cH:16][cH:17][cH:18]2)[cH:2][cH:3][cH:4][cH:5][cH:6]1>>[c:1]1([N:7]2[C:8](=[O:19])[CH2:9][CH2:10][CH2:11][CH:12]2[c:13]2[cH:14][cH:15][cH:16][cH:17][cH:18]2)[cH:2][cH:3][c:4]([Cl:20])[cH:5][cH:6]1. Starting materials: NC1=NC=2C=C(C=CC2C2=C1N=C(N2CCCCNC(OC(C)(C)C)=O)CCC)C=2C=NC=CC2 (tert-butyl {4-[4-amino-2-propyl-7-(pyridin-3-yl)-1H-imidazol[4,5-c]quinolin-1-yl]butyl}carbamate), [OH-].[Na+] (sodium hydroxide), [Cl-].[Na+] (sodium chloride), C([O-])(O)=O.[Na+] (sodium bicarbonate), C([O-])([O-])=O.[Na+].[Na+] (sodium carbonate). The solvent is Cl (hydrochloric acid), C(Cl)(Cl)Cl (chloroform), C(Cl)(Cl)Cl (Cloroform). Run at time 8 hour. The product is NCCCCN1C(=NC=2C(=NC=3C=C(C=CC3C21)C=2C=NC=CC2)N)CCC (1-(4-aminobutyl)-2-propyl-7-(pyridin-3-yl)-1H-imidazo[4,5-c]quinolin-4-amine). Isolated yield 87.0%. Reaction SMILES: [NH2:1][C:2]1[C:11]2[N:12]=[C:13]([CH2:27][CH2:28][CH3:29])[N:14]([CH2:15][CH2:16][CH2:17][CH2:18][NH:19]C(=O)OC(C)(C)C)[C:10]=2[C:9]2[CH:8]=[CH:7][C:6]([C:30]3[CH:31]=[N:32][CH:33]=[CH:34][CH:35]=3)=[CH:5][C:4]=2[N:3]=1.[OH-].[Na+].C(=O)(O)[O-].[Na+].C(=O)([O-])[O-].[Na+].[Na+].[Cl-].[Na+]>Cl.C(Cl)(Cl)Cl>[NH2:19][CH2:18][CH2:17][CH2:16][CH2:15][N:14]1[C:10]2[C:9]3[CH:8]=[CH:7][C:6]([C:30]4[CH:31]=[N:32][CH:33]=[CH:34][CH:35]=4)=[CH:5][C:4]=3[N:3]=[C:2]([NH2:1])[C:11]=2[N:12]=[C:13]1[CH2:27][CH2:28][CH3:29] |f:1.2,3.4,5.6.7,8.9|. Procedure: A solution of tert-butyl {4-[4-amino-2-propyl-7-(pyridin-3-yl)-1H-imidazol[4,5-c]quinolin-1-yl]butyl}carbamate (41.92 g, 88.32 mmol) in concentrated hydrochloric acid (210 mL) was stirred for ten minutes, and 50% aqueous sodium hydroxide was added to adjust the solution to pH 14. Cloroform (2.0 L) and a mixture of saturated aqueous sodium bicarbonate and 1% aqueous sodium carbonate (300 mL) were added. The organic layer was separated, dried over sodium sulfate, and concentrated under reduced pre... Reactants: C12CC3CC(CC(C1)C3)C2 (adamantane), C12CC3CC(CC(C1)C3)C2 (adamantane), ON1C(C=2C(C1=O)=CC=CC2)=O (N-hydroxyphthalimide), C(C1=CC=CC=C1)#N (benzonitrile), O=O.O=O (oxygen O2). The solvent is C(C)(=O)O (acetic acid). Product: C(C1=CC=CC=C1)(=O)NC12CC3CC(CC(C1)C3)C2 (1-benzoylaminoadamantane), C12(CC3CC(CC(C1)C3)C2)O (1-adamantanol), [N+](=O)([O-])C12CC3CC(CC(C1)C3)C2 (1-nitroadamantane), C(C)(=O)OC12CC3CC(CC(C1)C3)C2 (1-acetyloxyadamantane). Isolated yield 2.0%. Reaction SMILES: [CH:1]12[CH2:10][CH:5]3[CH2:6][CH:7]([CH2:9][CH:3]([CH2:4]3)[CH2:2]1)[CH2:8]2.[OH:11][N:12]1[C:16](=[O:17])[C:15]2=[CH:18][CH:19]=[CH:20][CH:21]=[C:14]2C1=O.C(#N)C1C=CC=CC=1.[O:31]=O.O=O>C(O)(=O)C>[C:16]([NH:12][C:1]12[CH2:10][CH:5]3[CH2:6][CH:7]([CH2:9][CH:3]([CH2:4]3)[CH2:2]1)[CH2:8]2)(=[O:17])[C:15]1[CH:18]=[CH:19][CH:20]=[CH:21][CH:14]=1.[C:1]12([OH:11])[CH2:10][CH:5]3[CH2:6][CH:7]([CH2:9][CH:3]([CH2:4]3)[CH2:2]1)[CH2:8]2.[N+:12]([C:1]12[CH2:10][CH:5]3[CH2:6][CH:7]([CH2:9][CH:3]([CH2:4]3)[CH2:2]1)[CH2:8]2)([O-:11])=[O:31].[C:16]([O:17][C:1]12[CH2:10][CH:5]3[CH2:6][CH:7]([CH2:9][CH:3]([CH2:4]3)[CH2:2]1)[CH2:8]2)(=[O:31])[CH3:15] |f:3.4|. Reported procedure: Into a flask, 1 mmole of adamantane, 0.1 mmole of N-hydroxyphthalimide, 6 ml of benzonitrile and 1 ml of acetic acid were added to mix and the flask was equipped with a gas bag (about 1L) of nitrogen monoxide NO. The mixture was reacted for 20 hours at 100° C. with stirring. The reaction products were analyzed by gas chromatography, and, as a result, the conversion of adamantane was 92%, and 1-benzoylaminoadamantane (yield 65%), 1-adamantanol (yield 7%), 1-nitroadamantane (yield 6%), 1-acetyloxy... The product is Cc1cc(Cl)ccc1N(CCC=O)C(=O)CCl. Reaction SMILES: [CH3:1][c:2]1[c:3]([NH:4][CH2:5][CH2:6][CH:7]=[O:8])[cH:9][cH:10][c:11]([Cl:13])[cH:12]1.[Cl:26][CH2:27][C:28](=[O:29])[Cl:30].[Na+:20].[Na+:21].[O-:22][C:23](=[O:24])[O-:25].[OH2:31].[cH:14]1[cH:15][cH:16][cH:17][cH:18][cH:19]1>>[CH3:1][c:2]1[c:3]([N:4]([CH2:5][CH2:6][CH:7]=[O:8])[C:28]([CH2:27][Cl:26])=[O:29])[cH:9][cH:10][c:11]([Cl:13])[cH:12]1. The reactants are Cc1cc(Cl)ccc1NCCC=O, O=C(Cl)CCl, [Na+], [Na+], O=C([O-])[O-], O, c1ccccc1. Reactants: [OH-].[Na+] (NaOH), O (water), Cl (HCl), [N+](=O)([O-])C=1C=C(NC(C(C(F)(F)F)(F)F)=O)C=CC1 (m-nitro pentafluoropropionanilide). Reagents/catalysts: [Fe] (Iron). Solvent: C(C)O (ethyl alcohol). The product is NC=1C=C(NC(C(C(F)(F)F)(F)F)=O)C=CC1 (m-Amino pentafluoropropionanilide). RXN SMILES: O.Cl.[N+:3]([C:6]1[CH:7]=[C:8]([CH:19]=[CH:20][CH:21]=1)[NH:9][C:10](=[O:18])[C:11]([F:17])([F:16])[C:12]([F:15])([F:14])[F:13])([O-])=O.[OH-].[Na+]>C(O)C.[Fe]>[NH2:3][C:6]1[CH:7]=[C:8]([CH:19]=[CH:20][CH:21]=1)[NH:9][C:10](=[O:18])[C:11]([F:16])([F:17])[C:12]([F:13])([F:14])[F:15] |f:3.4|. Procedure: Iron powder, 80 g., is suspended in 125 ml of ethyl alcohol and 100 ml of water and 6 ml of concentrated HCl is added. The mixture is heated to reflux and 140 g. of m-nitro pentafluoropropionanilide is added portionwise to keep the mixture at reflux. When reaction is complete, 6 g. of 50% NaOH is added and the mixture filtered to remove iron oxides and the filtrate stripped under vacuum. The product crystallizes from the aqueous solution giving 107 g., m.p. 86°-88° C. The solvent is CCO (EtOH). Yield: 59.5%. Reported procedure: Isopropyl-(6-nitro-1H-indazol-3-yl)-amine (0.070 g, 0.318 mmol) and SnCL2.2H2O (0.365 g, 1.62 mmol) were added to 5 mL EtOH, and the reaction mixture was heated to 78° C. and stirred for four hours. The reaction mixture was cooled and concentrated under reduced pressure. The resulting oil was dissolved in 5 mL EtOH and the solution was treated with 5 mL saturated aqueous NaHCO3. The resulting solid was removed by filtration, and the filtrate was washed with saturated aqueous NaHCO3, dried over M... RXN SMILES: [CH:1]([NH:4][C:5]1[C:13]2[C:8](=[CH:9][C:10]([N+:14]([O-])=O)=[CH:11][CH:12]=2)[NH:7][N:6]=1)([CH3:3])[CH3:2]>CCO>[CH:1]([NH:4][C:5]1[C:13]2[C:8](=[CH:9][C:10]([NH2:14])=[CH:11][CH:12]=2)[NH:7][N:6]=1)([CH3:3])[CH3:2]. Reaction conditions: temperature 78 celsius, time 4 hour. Starting materials: C(C)(C)NC1=NNC2=CC(=CC=C12)[N+](=O)[O-] (Isopropyl-(6-nitro-1H-indazol-3-yl)-amine). The product is C(C)(C)NC1=NNC2=CC(=CC=C12)N (N*3*-Isopropyl-1H-indazole-3,6-diamine). The reactants are N1=CC=C(C=C1)N (pyridin-4-amine), ClC(=O)OC1=CC=C(C=C1)[N+](=O)[O-] (p-nitrophenyl chloroformate). The product is N1=CC=C(C=C1)NC(OC1=CC=C(C=C1)[N+](=O)[O-])=O (4-nitrophenyl pyridin-4-ylcarbamate). RXN SMILES: [N:1]1[CH:6]=[CH:5][C:4]([NH2:7])=[CH:3][CH:2]=1.Cl[C:9]([O:11][C:12]1[CH:17]=[CH:16][C:15]([N+:18]([O-:20])=[O:19])=[CH:14][CH:13]=1)=[O:10]>>[N:1]1[CH:6]=[CH:5][C:4]([NH:7][C:9](=[O:10])[O:11][C:12]2[CH:13]=[CH:14][C:15]([N+:18]([O-:20])=[O:19])=[CH:16][CH:17]=2)=[CH:3][CH:2]=1. Procedure details: Prepared as Example 27d from pyridin-4-amine and p-nitrophenyl chloroformate to provide the compound as an off white solid. MS=260 (MH+). Starting materials: CC1(C=CC2=C(O1)C1=C(OC(C=C1CCC)=O)C(=C2O)C(CC)=O)C (2,2-Dimethyl-5-hydroxy-6-propionyl-10-propyl-2H, 8H-benzo[1,2-b:3,4-b']dipyran-8-one), C(C)OC(C)OCC (acetaldehyde diethylacetal), FC(C(=O)O)(F)F (trifluoroacetic acid). Run in C(C)(=O)OCC (ehtyl acetate). Run at temperature 140 celsius, time 4 hour. Yields the product CCCC1=CC(=O)OC2=C1C3=C(C=CC(O3)(C)C)C4=C2C(=O)[C@@H]([C@H](O4)C)C (12-Oxocalanolide A). Isolated yield 29.9%. RXN SMILES: [CH3:1][C:2]1([CH3:25])[O:7][C:6]2[C:8]3[C:13]([CH2:14][CH2:15][CH3:16])=CC(=O)O[C:9]=3[C:18]([C:21](=[O:24])[CH2:22][CH3:23])=[C:19]([OH:20])[C:5]=2[CH:4]=[CH:3]1.[CH2:26](OC(OCC)C)[CH3:27].F[C:35](F)(F)[C:36]([OH:38])=[O:37]>C(OCC)(=O)C>[CH3:16][CH2:15][CH2:14][C:13]1[C:8]2[C:6]3[O:7][C:2]([CH3:1])([CH3:25])[CH:3]=[CH:4][C:5]=3[C:19]3[O:20][C@H:26]([CH3:27])[C@@H:22]([CH3:23])[C:21](=[O:24])[C:18]=3[C:9]=2[O:38][C:36](=[O:37])[CH:35]=1. Reported procedure: A solution containing chromene 4 (344 mg, 1.0 mmol), acetaldehyde diethylacetal (473 mg, 4.0 mmol), trifluoroacetic acid (1.5 mL, 19.4 mmol) and anhydrous pryidine (0.7 mL) was heated at 140° C. under N2. The reaction was monitored by TLC analysis. After 4 hours, the reaction mixture was cooled to room temperature, diluted with ehtyl acetate and washed several times with 10% aqueous NaHCO3 and brine. The organic layer was separated and dried over Na2SO4. The solvent was removed in vacuo and the ...